From a dataset of the Open Reaction Database (ORD), a public repository of structured organic reaction records. describe an organic reaction: reactants, conditions, products, and yield Reactants: C(CC(C)C)P(CCC(C)C)(CCC(C)C)=S (triisoamylphosphine sulfide), ClC1=CC=C(C=C1)S(=O)(=O)O (p-chlorobenzenesulfonic acid). Run in ClC1=CC=CC=C1 (chlorobenzene). Yields the product C(CC(C)C)P(CCC(C)C)(CCC(C)C)=O (triisoamylphosphine oxide). As a reaction SMILES: [CH2:1]([P:6](=S)([CH2:12][CH2:13][CH:14]([CH3:16])[CH3:15])[CH2:7][CH2:8][CH:9]([CH3:11])[CH3:10])[CH2:2][CH:3]([CH3:5])[CH3:4].ClC1C=CC(S(O)(=O)=[O:26])=CC=1>ClC1C=CC=CC=1>[CH2:1]([P:6](=[O:26])([CH2:12][CH2:13][CH:14]([CH3:16])[CH3:15])[CH2:7][CH2:8][CH:9]([CH3:11])[CH3:10])[CH2:2][CH:3]([CH3:5])[CH3:4]. Procedure: 4.1 g (15 mmol) of triisoamylphosphine sulfide in 70 ml of chlorobenzene (b.p.=132° C.) are combined with 34.7 g (0.18 mol) of p-chlorobenzenesulfonic acid and then heated for 8 hours at reflux. After cooling to room temperature, the reaction mixture is extracted several times with 80 ml portions of ice water and then the chlorobenzene solution is washed with sodium bicarbonate solution. The solution is dried over sodium sulfate and the chlorobenzene is removed in vacuum. Yield: 3 g of solid ide... Starting materials: CCCc1nc(C(C)(C)O)c(C(=O)OCC)n1Cc1ccc(-c2ccccc2C(=O)OC(C)(C)C)cc1, [Li+], C1COCCO1, [OH-], O, O. Product: CCCc1nc(C(C)(C)O)c(C(=O)O)n1Cc1ccc(-c2ccccc2C(=O)OC(C)(C)C)cc1. As a reaction SMILES: [C:4]([CH3:5])([CH3:6])([CH3:7])[O:8][C:9](=[O:10])[c:11]1[c:12](-[c:17]2[cH:18][cH:19][c:20]([CH2:23][n:24]3[c:25]([CH2:38][CH2:39][CH3:40])[n:26][c:27]([C:34]([CH3:35])([CH3:36])[OH:37])[c:28]3[C:29](=[O:30])[O:31][CH2:32][CH3:33])[cH:21][cH:22]2)[cH:13][cH:14][cH:15][cH:16]1.[Li+:3].[O:42]1[CH2:43][CH2:44][O:45][CH2:46][CH2:47]1.[OH-:2].[OH2:1].[OH2:41]>>[C:4]([CH3:5])([CH3:6])([CH3:7])[O:8][C:9](=[O:10])[c:11]1[c:12](-[c:17]2[cH:18][cH:19][c:20]([CH2:23][n:24]3[c:25]([CH2:38][CH2:39][CH3:40])[n:26][c:27]([C:34]([CH3:35])([CH3:36])[OH:37])[c:28]3[C:29](=[O:30])[OH:31])[cH:21][cH:22]2)[cH:13][cH:14][cH:15][cH:16]1. Starting materials: C[C@H](C1=CC=CC=C1)O ((R)-alpha-methylbenzyl alcohol), RuO2.H2O. The solvent is C(C)(C)O (isopropanol). Reaction conditions: time 4 hour. Product: C1(CCCCC1)[C@@H](C)O ((R)-1-cyclohexylethanol). Isolated yield 88.8%. RXN SMILES: [CH3:1][C@@H:2]([OH:9])[C:3]1[CH:8]=[CH:7][CH:6]=[CH:5][CH:4]=1>C(O)(C)C>[CH:3]1([C@H:2]([OH:9])[CH3:1])[CH2:8][CH2:7][CH2:6][CH2:5][CH2:4]1. Procedure: An autoclave was charged with (R)-alpha-methylbenzyl alcohol (980 g, synthesized as above) and isopropanol (100 g). Catalyst RuO2.H2O (0.2 g) was then added, and the reaction mixture was hydrogenated at a pressure of 20 bar and a temperature ranging from 70 to 80° C. for 4 hours. The catalyst was filtered. The organic layer was distilled first at 100 mmHg to remove isopropanol, and then at 5-10 mmHg to provide (R)-1-cyclohexylethanol (913 g) (optical rotation: [α]D−4.31°; optical purity: 83.3% e... Starting materials: ClC1=C(C=CC=C1)C1=NC(=CC2=CC=CC=C12)C(=O)O (1-(2-chloro phenyl) isoquinoline 3-carboxylic acid), ClC(=O)OCC (ethyl chloroformate), C(C)(C)NC(C)C (di-isopropylamine). The solvent is C(C)N(CC)CC (triethylamine). Yields the product CC(C)N(C(=O)C=1N=C(C2=CC=CC=C2C1)C1=C(C=CC=C1)Cl)C(C)C (N,N-di(1-methyl ethyl) 1-(2-chloro phenyl) isoquinoline 3-carboxamide). Isolated yield 23.2%. Reaction SMILES: [Cl:1][C:2]1[CH:7]=[CH:6][CH:5]=[CH:4][C:3]=1[C:8]1[C:17]2[C:12](=[CH:13][CH:14]=[CH:15][CH:16]=2)[CH:11]=[C:10]([C:18](O)=[O:19])[N:9]=1.ClC(OCC)=O.[CH:27]([NH:30][CH:31]([CH3:33])[CH3:32])([CH3:29])[CH3:28]>C(N(CC)CC)C>[CH3:28][CH:27]([N:30]([CH:31]([CH3:33])[CH3:32])[C:18]([C:10]1[N:9]=[C:8]([C:3]2[CH:4]=[CH:5][CH:6]=[CH:7][C:2]=2[Cl:1])[C:17]2[C:12]([CH:11]=1)=[CH:13][CH:14]=[CH:15][CH:16]=2)=[O:19])[CH3:29]. Procedure: Operations are carried out as for Example 7, starting from 2.83 g of 1-(2-chloro phenyl) isoquinoline 3-carboxylic acid, 1.17 g of triethylamine, 1.25 g of ethyl chloroformate and 1.31 g of di-isopropylamine in 100 ml of chlorofom. 0.85 g of N,N-di(1-methyl ethyl) 1-(2-chloro phenyl) isoquinoline 3-carboxamide, melting at 161° C., is obtained. The reactants are [Cu]C#N (copper(I) cyanide), BrC1=CC=2C(CCC(C2C=C1C)(C)C)(C)C (2-bromo-3-methyl-5,5,8,8-tetramethyl-5,6,7,8-tetrahydronaphthalene), [OH-].[NH4+] (ammonium hydroxide). Run in CN1CCCC1 (N-methyl pyrrolidine). Reaction conditions: temperature 175 celsius, time 16 hour. Product: C(#N)C1=CC=2C(CCC(C2C=C1C)(C)C)(C)C (2-cyano-3-methyl-5,5,8,8-tetramethyl-5,6,7,8-tetrahydronaphthalene). Isolated yield 98.1%. Reaction SMILES: [Cu][C:2]#[N:3].Br[C:5]1[C:14]([CH3:15])=[CH:13][C:12]2[C:11]([CH3:17])([CH3:16])[CH2:10][CH2:9][C:8]([CH3:19])([CH3:18])[C:7]=2[CH:6]=1.[OH-].[NH4+]>CN1CCCC1>[C:2]([C:5]1[C:14]([CH3:15])=[CH:13][C:12]2[C:11]([CH3:17])([CH3:16])[CH2:10][CH2:9][C:8]([CH3:19])([CH3:18])[C:7]=2[CH:6]=1)#[N:3] |f:2.3|. Reported procedure: 28.9 g (322 mmol) of copper(I) cyanide was added to 22.7 g (80.7 mmol) of 2-bromo-3-methyl-5,5,8,8-tetramethyl-5,6,7,8-tetrahydronaphthalene in 270 mL of N-methyl pyrrolidine. The reaction mixture was heated at 175° C. After 16 hours, the mixture was cooled to room temperature and treated with 400 mL of 10% aqueous ammonium hydroxide. The reaction mixture was filtered to remove salts and the solids were extracted with hot ethyl acetate. The combined organic fractions were washed with brine, drie... Reactants: Cc1cc(Cl)cc(C)c1-n1cc(C(=O)C(Br)c2ccc(F)cc2F)ccc1=O, CCO, CCO, CC[O-], [Na+], O, CCC(CO)(CO)C(=O)O. Yields the product CCC(CO)(CO)C(=O)OC(C(=O)c1ccc(=O)n(-c2c(C)cc(Cl)cc2C)c1)c1ccc(F)cc1F. Reaction SMILES: [Br:18][CH:19]([C:20](=[O:21])[c:22]1[cH:23][cH:24][c:25](=[O:37])[n:26](-[c:28]2[c:29]([CH3:36])[cH:30][c:31]([Cl:35])[cH:32][c:33]2[CH3:34])[cH:27]1)[c:38]1[c:39]([F:45])[cH:40][c:41]([F:44])[cH:42][cH:43]1.[CH2:1]([OH:2])[CH3:3].[CH3:47][CH2:48][OH:49].[CH3:4][CH2:5][O-:6].[Na+:7].[OH2:46].[OH:8][CH2:9][C:10]([C:11](=[O:12])[OH:13])([CH2:14][CH3:15])[CH2:16][OH:17]>>[OH:8][CH2:9][C:10]([C:11](=[O:12])[O:13][CH:19]([C:20](=[O:21])[c:22]1[cH:23][cH:24][c:25](=[O:37])[n:26](-[c:28]2[c:29]([CH3:36])[cH:30][c:31]([Cl:35])[cH:32][c:33]2[CH3:34])[cH:27]1)[c:38]1[c:39]([F:45])[cH:40][c:41]([F:44])[cH:42][cH:43]1)([CH2:14][CH3:15])[CH2:16][OH:17]. Reactants: BrCC(COC)(COC)O (1-bromo-2-hydroxy-3-methoxy-2-(methoxymethyl)propane), [OH-].[Na+] (sodium hydroxide). Solvent: O (water). Reaction conditions: time 1 hour. The product is COCC1(OC1)COC (2,2-Bis(methoxymethyl)oxirane). Yield: 69.9%. RXN SMILES: Br[CH2:2][C:3]([OH:10])([CH2:7][O:8][CH3:9])[CH2:4][O:5][CH3:6].[OH-].[Na+]>O>[CH3:6][O:5][CH2:4][C:3]1([CH2:7][O:8][CH3:9])[CH2:2][O:10]1 |f:1.2|. Reported procedure: To 1-bromo-2-hydroxy-3-methoxy-2-(methoxymethyl)propane (30 g) was added sodium hydroxide (5.6 g) in water (50 cm3). The mixture was stirred at room temperature for 1 h and then extracted with diethyl ether. The extracts were dried (Na2SO4) and the solvent removed under reduced pressure (40° C. at 15 mmHg) to give the oxirane (13 g, 70%) as a colourless liquid. No further purification of this material was needed. Reactants: FC(F)(F)c1cc(Cl)nc(-c2cnccn2)n1, Cc1cc(O)c(C)cc1N. Product: Cl, Cc1cc(Nc2cc(C(F)(F)F)nc(-c3cnccn3)n2)c(C)cc1O. RXN SMILES: [Cl:1][c:2]1[n:3][c:4](-[c:12]2[n:13][cH:14][cH:15][n:16][cH:17]2)[n:5][c:6]([C:8]([F:9])([F:10])[F:11])[cH:7]1.[NH2:18][c:19]1[cH:20][c:21]([CH3:27])[c:22]([OH:26])[cH:23][c:24]1[CH3:25]>>[ClH:1].[c:2]1([NH:18][c:19]2[cH:20][c:21]([CH3:27])[c:22]([OH:26])[cH:23][c:24]2[CH3:25])[n:3][c:4](-[c:12]2[n:13][cH:14][cH:15][n:16][cH:17]2)[n:5][c:6]([C:8]([F:9])([F:10])[F:11])[cH:7]1. Starting materials: CO, Nc1ccccc1-c1cc2ccccc2[nH]1, O=C(O)Cc1ccccc1. Yields the product O=C(Cc1ccccc1)Nc1ccccc1-c1cc2ccccc2[nH]1. RXN SMILES: [CH3:27][OH:28].[NH2:1][c:2]1[c:3](-[c:8]2[nH:9][c:10]3[cH:11][cH:12][cH:13][cH:14][c:15]3[cH:16]2)[cH:4][cH:5][cH:6][cH:7]1.[OH:17][C:18](=[O:19])[CH2:20][c:21]1[cH:22][cH:23][cH:24][cH:25][cH:26]1>>[NH:1]([c:2]1[c:3](-[c:8]2[nH:9][c:10]3[cH:11][cH:12][cH:13][cH:14][c:15]3[cH:16]2)[cH:4][cH:5][cH:6][cH:7]1)[C:18](=[O:17])[CH2:20][c:21]1[cH:22][cH:23][cH:24][cH:25][cH:26]1. Starting materials: solution, C[Al](C)C (trimethyl aluminum), O (water), CC(C1=CC[C@H]2[C@@H]3CCC4=CCC=C[C@]4(C)[C@H]3CC[C@]12C)=O (pregna-1,4,16-trien-20-one), CuBr. Solvent: C1(=CC=CC=C1)C (toluene), O1CCOCC1 (dioxane), O1CCOCC1 (dioxane). Run at temperature 25 celsius, time 30 minute. Product: C[C@H]1[C@H](C(C)=O)[C@]2(CC[C@@H]3[C@]4(C=CCC=C4CC[C@H]3[C@@H]2C1)C)C (16α-Methyl-pregna-1,4-dien-20-one). Reaction SMILES: [CH3:1][C:2](=[O:22])[C:3]1[C@:20]2([CH3:21])[C@H:6]([C@H:7]3[C@H:17]([CH2:18][CH2:19]2)[C@:15]2([CH3:16])[C:10](=[CH:11][CH2:12][CH:13]=[CH:14]2)[CH2:9][CH2:8]3)[CH2:5][CH:4]=1.[CH3:23][Al](C)C.O>O1CCOCC1.C1(C)C=CC=CC=1>[CH3:23][C@@H:4]1[CH2:5][C@@H:6]2[C@:20]([CH3:21])([CH2:19][CH2:18][C@H:17]3[C@H:7]2[CH2:8][CH2:9][C:10]2[C@:15]3([CH3:16])[CH:14]=[CH:13][CH2:12][CH:11]=2)[C@H:3]1[C:2](=[O:22])[CH3:1]. Reported procedure: 3.1 g (10 mmol) of pregna-1,4,16-trien-20-one is mixed in 25 ml of dioxane with 143.4 mg of CuBr. 9.4 ml (11 mmol) of a 10% solution of trimethyl aluminum in toluene is added to the reaction under nitrogen and stirred for 30 minutes at 20-30° C. For hydrolysis, 0.54 ml of water dissolved in 5 ml of dioxane is added to the reaction. It is stirred for 10 minutes more and the precipitate is filtered off. The precipitate is washed again with a little dioxane. The dioxane solution is concentrated by ...